describe an organic reaction: reactants, conditions, products, and yield From a dataset of the Open Reaction Database (ORD), a public repository of structured organic reaction records. Reactants: C(C)OC(=O)C1(CC1)N(C)C(=O)OC(C)(C)C (1-(tert-butoxycarbonyl-methyl-amino)-cyclopropane carboxylic acid ethyl ester), O (water). Solvent: CO (methanol), [OH-].[Na+] (sodium hydroxide). Reaction conditions: time 8 hour. The product is C(C)(C)(C)OC(=O)N(C1(CC1)C(=O)O)C (1-(tert-Butoxycarbonyl-methyl-amino)-cyclopropane carboxylic acid). The yield is 84.8%. As a reaction SMILES: C([O:3][C:4]([C:6]1([N:9]([C:11]([O:13][C:14]([CH3:17])([CH3:16])[CH3:15])=[O:12])[CH3:10])[CH2:8][CH2:7]1)=[O:5])C.O>CO.[OH-].[Na+]>[C:14]([O:13][C:11]([N:9]([CH3:10])[C:6]1([C:4]([OH:5])=[O:3])[CH2:8][CH2:7]1)=[O:12])([CH3:17])([CH3:16])[CH3:15] |f:3.4|. Reported procedure: To a solution of 48 mg of 1-(tert-butoxycarbonyl-methyl-amino)-cyclopropane carboxylic acid ethyl ester in 0.4 mL of methanol, 0.1 mL of 5N sodium hydroxide aqueous solution was added and stirred at room temperature overnight. After adding water, the reaction solution was washed with diethyl ether. The aqueous layer was added with 0.7 mL of 1N hydrochloric acid, and extracted with ethyl acetate. The organic layer was washed with saturated brine, and dried over anhydrous magnesium sulfate. The so... The product is C(C)(C)(C)OC(COC1=C(C=C(C=C1)F)Br)=O ((2-bromo-4-fluoro-phenoxy)-acetic acid-t-butyl ester). As a reaction SMILES: [Br:1][C:2]1[CH:7]=[C:6]([F:8])[CH:5]=[CH:4][C:3]=1[OH:9].C(=O)([O-])[O-].[K+].[K+].Br[CH2:17][C:18]([O:20][C:21]([CH3:24])([CH3:23])[CH3:22])=[O:19]>CN(C=O)C>[C:21]([O:20][C:18](=[O:19])[CH2:17][O:9][C:3]1[CH:4]=[CH:5][C:6]([F:8])=[CH:7][C:2]=1[Br:1])([CH3:24])([CH3:23])[CH3:22] |f:1.2.3|. Procedure: A solution of 2-bromo-4-fluorophenol (2.15 g, 11.25 mmol) in DMF (60 ml) was treated with potassium carbonate (7.77 g, 96.25 mmol) and t-butyl bromoacetate (1.99 ml, 13.5 mmol) at 60° C. for 12 hours. The reaction mixture was filtered through celite, and partitioned between water and ethyl acetate. The organic layer was washed with brine, dried over sodium sulfate, filtered and concentrated. The crude was absorbed on silica and purified on a silica gel column with a 5%-10% ethyl acetate/hexanes ... The reactants are BrC1=C(C=CC(=C1)F)O (2-bromo-4-fluorophenol), C([O-])([O-])=O.[K+].[K+] (potassium carbonate), BrCC(=O)OC(C)(C)C (t-butyl bromoacetate). Solvent: CN(C)C=O (DMF). Yield: 83.3%. The reactants are O=C1CCC(=O)N1Br, COC(C)=O, CCOC(=O)c1cn2cc(C)ccc2n1, CCOC(C)=O. Product: CCOC(=O)c1nc2ccc(C)cn2c1Br. Reaction SMILES: [Br:16][N:17]1[C:18](=[O:19])[CH2:20][CH2:21][C:22]1=[O:23].[C:24]([O:25][CH3:26])(=[O:27])[CH3:28].[CH3:1][c:2]1[cH:3][cH:4][c:5]2[n:6]([cH:7]1)[cH:8][c:9]([C:11](=[O:12])[O:13][CH2:14][CH3:15])[n:10]2.[CH3:29][CH2:30][O:31][C:32]([CH3:33])=[O:34]>>[CH3:1][c:2]1[cH:3][cH:4][c:5]2[n:6]([cH:7]1)[c:8]([Br:16])[c:9]([C:11](=[O:12])[O:13][CH2:14][CH3:15])[n:10]2. The reactants are C(C)S(=O)(=O)C1=CC(=C(C=C1)B1OC(C(O1)(C)C)(C)C)OC (2-(4-(ethylsulfonyl)-2-methoxyphenyl)-4,4,5,5-tetramethyl-1,3,2-dioxaborolane), BrC1=C(C#N)C=CC(=C1)Cl (2-bromo-4-chlorobenzonitrile), C([O-])([O-])=O.[Na+].[Na+] (sodium carbonate). Reagents/catalysts: C=1C=CC(=CC1)[P](C=2C=CC=CC2)(C=3C=CC=CC3)[Pd]([P](C=4C=CC=CC4)(C=5C=CC=CC5)C=6C=CC=CC6)([P](C=7C=CC=CC7)(C=8C=CC=CC8)C=9C=CC=CC9)[P](C=1C=CC=CC1)(C=1C=CC=CC1)C=1C=CC=CC1 (tetrakis(triphenylphosphine)palladium(0)). The solvent is O1CCOCC1 (dioxane), O (water). Reaction conditions: time 16 hour. Product: ClC1=CC=C(C(=C1)C1=C(C=C(C=C1)S(=O)(=O)CC)OC)C#N (5-Chloro-4′-(ethylsulfonyl)-2′-methoxy-[1,1′-biphenyl]-2-carbonitrile). Yield: 62.0%. As a reaction SMILES: [CH2:1]([S:3]([C:6]1[CH:11]=[CH:10][C:9](B2OC(C)(C)C(C)(C)O2)=[C:8]([O:21][CH3:22])[CH:7]=1)(=[O:5])=[O:4])[CH3:2].Br[C:24]1[CH:31]=[C:30]([Cl:32])[CH:29]=[CH:28][C:25]=1[C:26]#[N:27].C(=O)([O-])[O-].[Na+].[Na+]>O1CCOCC1.O.C1C=CC([P]([Pd]([P](C2C=CC=CC=2)(C2C=CC=CC=2)C2C=CC=CC=2)([P](C2C=CC=CC=2)(C2C=CC=CC=2)C2C=CC=CC=2)[P](C2C=CC=CC=2)(C2C=CC=CC=2)C2C=CC=CC=2)(C2C=CC=CC=2)C2C=CC=CC=2)=CC=1>[Cl:32][C:30]1[CH:31]=[C:24]([C:9]2[CH:10]=[CH:11][C:6]([S:3]([CH2:1][CH3:2])(=[O:4])=[O:5])=[CH:7][C:8]=2[O:21][CH3:22])[C:25]([C:26]#[N:27])=[CH:28][CH:29]=1 |f:2.3.4,^1:49,51,70,89|. Procedure details: To a solution of 2-(4-(ethylsulfonyl)-2-methoxyphenyl)-4,4,5,5-tetramethyl-1,3,2-dioxaborolane (Preparation 21, 542 mg, 1.66 mmol) in dioxane (10 mL) and water (2 mL) was added 2-bromo-4-chlorobenzonitrile (300 mg, 1.38 mmol), and sodium carbonate (441 mg, 4.16 mmol). The reaction was degassed and then tetrakis(triphenylphosphine)palladium(0) (160 mg, 0.14 mmol) was added and the reaction mixture further degassed. The reaction was on a preheated hot plate (110° C.) for 16 hours. The reaction mix... Reactants: C(C)OCC (diethyl ether), C(C)(C)(C)OC(NC1=NC=CC=2C1=CN(N2)C2=C(C=CC=C2F)Cl)=O ([2-(2-chloro-6-fluorophenyl)-2H-pyrazolo[4,3-c]pyridin-4-yl]-carbamic acid tert-butyl ester), C(=O)(C(F)(F)F)O (TFA). The solvent is C(Cl)Cl (DCM). Run at time 1 hour. Product: ClC1=C(C(=CC=C1)F)N1N=C2C(C(=NC=C2)N)=C1 (2-(2-Chloro-6-fluorophenyl)-2H-pyrazolo[4,3-c]pyridin-4-ylamine). Isolated yield 100.8%. Reaction SMILES: C(OC(=O)[NH:7][C:8]1[C:13]2=[CH:14][N:15]([C:17]3[C:22]([F:23])=[CH:21][CH:20]=[CH:19][C:18]=3[Cl:24])[N:16]=[C:12]2[CH:11]=[CH:10][N:9]=1)(C)(C)C.C(O)(C(F)(F)F)=O.C(OCC)C>C(Cl)Cl>[Cl:24][C:18]1[CH:19]=[CH:20][CH:21]=[C:22]([F:23])[C:17]=1[N:15]1[CH:14]=[C:13]2[C:8]([NH2:7])=[N:9][CH:10]=[CH:11][C:12]2=[N:16]1. Procedure: To a solution of [2-(2-chloro-6-fluorophenyl)-2H-pyrazolo[4,3-c]pyridin-4-yl]-carbamic acid tert-butyl ester (137 mg) in DCM (1 mL)) at 0° C. was added TFA (1 mL). The reaction mixture was stirred at room temperature for 1 hour then concentrated under reduced pressure. The resultant residue was partitioned between ethyl acetate and sodium bicarbonate (sat. aq.). The organic layer was dried over anhydrous magnesium sulfate, filtered and concentrated to give a colourless oil. Trituration with diet... Starting materials: CC(C)(C)OC(=O)NC1CCN(CCn2c(=O)ccc3ccc(C#N)cc32)CC1, ClCCl, O=C(O)C(F)(F)F. Yields the product N#Cc1ccc2ccc(=O)n(CCN3CCC(N)CC3)c2c1. Reaction SMILES: [C:1](#[N:2])[c:3]1[cH:4][cH:5][c:6]2[cH:7][cH:8][c:9](=[O:29])[n:10]([CH2:13][CH2:14][N:15]3[CH2:16][CH2:17][CH:18]([NH:21][C:22](=[O:23])[O:24][C:25]([CH3:26])([CH3:27])[CH3:28])[CH2:19][CH2:20]3)[c:11]2[cH:12]1.[Cl:37][CH2:38][Cl:39].[OH:30][C:31]([C:32]([F:33])([F:34])[F:35])=[O:36]>>[C:1](#[N:2])[c:3]1[cH:4][cH:5][c:6]2[cH:7][cH:8][c:9](=[O:29])[n:10]([CH2:13][CH2:14][N:15]3[CH2:16][CH2:17][CH:18]([NH2:21])[CH2:19][CH2:20]3)[c:11]2[cH:12]1. The reactants are CC(=O)OC(C)=O, CCOC(C)=O, COC(=O)C=Cc1ccc(C=O)cc1, CCN(C(C)C)C(C)C, ClCCl, Cl, O=C(O)Cc1ccc(F)cc1, O. The product is COC(=O)C=Cc1ccc(C=C(C(=O)O)c2ccc(F)cc2)cc1. Reaction SMILES: [CH3:26][C:27]([O:28][C:29](=[O:30])[CH3:31])=[O:32].[CH3:47][CH2:48][O:49][C:50](=[O:51])[CH3:52].[CH:12](=[O:13])[c:14]1[cH:15][cH:16][c:17]([CH:20]=[CH:21][C:22](=[O:23])[O:24][CH3:25])[cH:18][cH:19]1.[CH:33]([N:34]([CH:35]([CH3:36])[CH3:37])[CH2:38][CH3:39])([CH3:40])[CH3:41].[Cl:43][CH2:44][Cl:45].[ClH:42].[F:1][c:2]1[cH:3][cH:4][c:5]([CH2:8][C:9](=[O:10])[OH:11])[cH:6][cH:7]1.[OH2:46]>>[F:1][c:2]1[cH:3][cH:4][c:5]([C:8]([C:9](=[O:10])[OH:11])=[CH:12][c:14]2[cH:15][cH:16][c:17]([CH:20]=[CH:21][C:22](=[O:23])[O:24][CH3:25])[cH:18][cH:19]2)[cH:6][cH:7]1. The reactants are O=C(O)CC1=CCCCC1, CC(NC(=O)OC(C)(C)C)C(=O)O, COC(=O)C(Cc1ccccc1)NC(=O)C(C)N, COC(=O)C(N)Cc1ccccc1, Cl. Yields the product COC(=O)C(Cc1ccccc1)NC(=O)C(C)NC(=O)CC1=CCCCC1. As a reaction SMILES: [C:1]1([CH2:7][C:8](=[O:9])[OH:10])=[CH:2][CH2:3][CH2:4][CH2:5][CH2:6]1.[C:29]([NH:30][CH:31]([C:32]([OH:33])=[O:34])[CH3:35])([O:36][C:37]([CH3:38])([CH3:39])[CH3:40])=[O:41].[CH3:11][O:12][C:13]([CH:14]([NH:15][C:16]([CH:17]([NH2:18])[CH3:19])=[O:20])[CH2:21][c:22]1[cH:23][cH:24][cH:25][cH:26][cH:27]1)=[O:28].[CH3:43][O:44][C:45](=[O:46])[CH:47]([CH2:48][c:49]1[cH:50][cH:51][cH:52][cH:53][cH:54]1)[NH2:55].[ClH:42]>>[C:1]1([CH2:7][C:8](=[O:10])[NH:18][CH:17]([C:16]([NH:15][CH:14]([C:13]([O:12][CH3:11])=[O:28])[CH2:21][c:22]2[cH:23][cH:24][cH:25][cH:26][cH:27]2)=[O:20])[CH3:19])=[CH:2][CH2:3][CH2:4][CH2:5][CH2:6]1. Reactants: NCC(=O)O (glycine), C(C)O (ethanol), CC#N (CH3CN), solution, O=C(CN(CCO)CCO)O (Bicine), O (H2O). The reagents and catalysts are [Fe-3](C#N)(C#N)(C#N)(C#N)(C#N)C#N.[K+].[K+].[K+] (potassium ferricyanide). The product is NCCC1=CC(O)=C(O)C=C1 (dopamine). RXN SMILES: O=C(O)CN([CH2:8][CH2:9][OH:10])CCO.N[CH2:13][C:14]([OH:16])=O.[CH3:17][C:18]#[N:19].O.[CH2:21](O)[CH3:22]>[Fe-3](C#N)(C#N)(C#N)(C#N)(C#N)C#N.[K+].[K+].[K+]>[NH2:19][CH2:18][CH2:17][C:21]1[CH:22]=[CH:8][C:9]([OH:10])=[C:14]([OH:16])[CH:13]=1 |f:5.6.7.8|. Procedure: To the sample solution (1.0 ml) were added 2.0 ml of 0.05M Bicine buffer solution (pH 7.0) containing 0.5M glycine, 0.1 ml of 0.1M DPE solution (ethanol solvent) and 0.1 ml of 0.08% (W/V) potassium ferricyanide solution in sequence. After allowing to stand for more than 30 minutes at 37° C., 100 μl of the reaction liquid were injected into HPLC apparatus. Conditions of HPLC were as follows: column; Ultrasphere-ODS (4.6φ×150 mm, Beckman), eluate; CH3CN--H2O (47.5:52.5 W/V), flow rate 1 ml/min. Fo...